Dataset: the Open Reaction Database (ORD), a public repository of structured organic reaction records. Task: describe an organic reaction: reactants, conditions, products, and yield The reactants are O=C([O-])[O-], CCCCO, COc1ccc(B(O)O)cc1C, Cc1ccccc1, [Cs+], [Cs+], O=C(O)c1ccc(I)cc1, O. Yields the product COc1ccc(-c2ccc(C(=O)O)cc2)cc1C. RXN SMILES: [C:23](=[O:24])([O-:25])[O-:26].[CH2:36]([OH:37])[CH2:38][CH2:39][CH3:40].[CH3:1][c:2]1[cH:3][c:4]([B:10]([OH:11])[OH:12])[cH:5][cH:6][c:7]1[O:8][CH3:9].[CH3:29][c:30]1[cH:31][cH:32][cH:33][cH:34][cH:35]1.[Cs+:27].[Cs+:28].[I:13][c:14]1[cH:15][cH:16][c:17]([C:18](=[O:19])[OH:20])[cH:21][cH:22]1.[OH2:41]>>[CH3:1][c:2]1[cH:3][c:4](-[c:14]2[cH:15][cH:16][c:17]([C:18](=[O:19])[OH:20])[cH:21][cH:22]2)[cH:5][cH:6][c:7]1[O:8][CH3:9].